Dataset: the Open Reaction Database (ORD), a public repository of structured organic reaction records. Task: describe an organic reaction: reactants, conditions, products, and yield Starting materials: BrCCCC1=C(C=C(C=C1C)C1=NC2=CC(=CC(=C2C(N1)=O)OC)OC)C (2-[4-(3-bromo-propyl)-3,5-dimethyl-phenyl]-5,7-dimethoxy-3H-quinazolin-4-one), N1CCCC1 (pyrrolidine). Solvent: CN(C=O)C (N,N-dimethylformamide). Conditions: time 16 hour. The product is CC=1C=C(C=C(C1CCCN1CCCC1)C)C1=NC2=CC(=CC(=C2C(N1)=O)OC)OC (2-(3,5-Dimethyl-4-(3-(pyrrolidin-1-yl)propyl)phenyl)-5,7-dimethoxyquinazolin-4(3H)-one). As a reaction SMILES: Br[CH2:2][CH2:3][CH2:4][C:5]1[C:10]([CH3:11])=[CH:9][C:8]([C:12]2[NH:21][C:20](=[O:22])[C:19]3[C:14](=[CH:15][C:16]([O:25][CH3:26])=[CH:17][C:18]=3[O:23][CH3:24])[N:13]=2)=[CH:7][C:6]=1[CH3:27].[NH:28]1[CH2:32][CH2:31][CH2:30][CH2:29]1>CN(C)C=O>[CH3:27][C:6]1[CH:7]=[C:8]([C:12]2[NH:21][C:20](=[O:22])[C:19]3[C:14](=[CH:15][C:16]([O:25][CH3:26])=[CH:17][C:18]=3[O:23][CH3:24])[N:13]=2)[CH:9]=[C:10]([CH3:11])[C:5]=1[CH2:4][CH2:3][CH2:2][N:28]1[CH2:32][CH2:31][CH2:30][CH2:29]1. Procedure: To a solution of 2-[4-(3-bromo-propyl)-3,5-dimethyl-phenyl]-5,7-dimethoxy-3H-quinazolin-4-one (0.40 g, 0.92 mmol) in N,N-dimethylformamide (10 mL) was added pyrrolidine (0.39 g, 5.52 mmol) and the reaction mixture was stirred at room temperature for 16 hours. DMF was removed under reduced pressure, the residue was purified by column chromatography (silica gel 230-400 mesh; 5% methanol ammonia in dichloromethane as eluent) to give the title compound as a white solid. Yield: 0.27 g (69%). MP 194-1... The reactants are O=C([O-])[O-], ClC(Cl)Cl, Cc1nc2c(Cl)ncc(-c3cccnc3)c2s1, [Cs+], [Cs+], Cc1nc(N)cs1, O=C(C=Cc1ccccc1)C=Cc1ccccc1, C1COCCO1, O=C(C=Cc1ccccc1)C=Cc1ccccc1, O=C(C=Cc1ccccc1)C=Cc1ccccc1, [Pd], [Pd], CC1(C)c2cccc(P(c3ccccc3)c3ccccc3)c2Oc2c(P(c3ccccc3)c3ccccc3)cccc21. The product is Cc1nc(Nc2ncc(-c3cccnc3)c3sc(C)nc23)cs1. Reaction SMILES: [C:67](=[O:68])([O-:69])[O-:70].[CH:135]([Cl:136])([Cl:137])[Cl:138].[Cl:1][c:2]1[n:3][cH:4][c:5](-[c:12]2[cH:13][n:14][cH:15][cH:16][cH:17]2)[c:6]2[c:7]1[n:8][c:9]([CH3:11])[s:10]2.[Cs+:71].[Cs+:72].[NH2:18][c:19]1[n:20][c:21]([CH3:24])[s:22][cH:23]1.[O:117]=[C:118]([CH:119]=[CH:120][c:121]1[cH:122][cH:123][cH:124][cH:125][cH:126]1)[CH:127]=[CH:128][c:129]1[cH:130][cH:131][cH:132][cH:133][cH:134]1.[O:73]1[CH2:74][CH2:75][O:76][CH2:77][CH2:78]1.[O:81]=[C:82]([CH:83]=[CH:84][c:85]1[cH:86][cH:87][cH:88][cH:89][cH:90]1)[CH:91]=[CH:92][c:93]1[cH:94][cH:95][cH:96][cH:97][cH:98]1.[O:99]=[C:100]([CH:101]=[CH:102][c:103]1[cH:104][cH:105][cH:106][cH:107][cH:108]1)[CH:109]=[CH:110][c:111]1[cH:112][cH:113][cH:114][cH:115][cH:116]1.[Pd:79].[Pd:80].[c:25]1([P:26]([c:27]2[cH:28][cH:29][cH:30][cH:31][cH:32]2)[c:33]2[c:34]3[c:58]([cH:59][cH:60][cH:61]2)[C:55]([CH3:56])([CH3:57])[c:37]2[c:36]([c:41]([P:42]([c:43]4[cH:44][cH:45][cH:46][cH:47][cH:48]4)[c:49]4[cH:50][cH:51][cH:52][cH:53][cH:54]4)[cH:40][cH:39][cH:38]2)[O:35]3)[cH:62][cH:63][cH:64][cH:65][cH:66]1>>[c:2]1([NH:18][c:19]2[n:20][c:21]([CH3:24])[s:22][cH:23]2)[n:3][cH:4][c:5](-[c:12]2[cH:13][n:14][cH:15][cH:16][cH:17]2)[c:6]2[c:7]1[n:8][c:9]([CH3:11])[s:10]2. The product is CCCCCCCCOc1ccc2c(=O)c3ccc(O)cc3oc2c1. Reaction SMILES: [CH2:19]([CH2:20][CH2:21][CH2:22][CH2:23][CH2:24][CH2:25][CH3:26])[Br:27].[CH3:28][OH:29].[OH2:18].[OH:1][c:2]1[cH:3][cH:4][c:5]2[c:6](=[O:17])[c:7]3[cH:8][cH:9][c:10]([OH:16])[cH:11][c:12]3[o:13][c:14]2[cH:15]1>>[O:1]([c:2]1[cH:3][cH:4][c:5]2[c:6](=[O:17])[c:7]3[cH:8][cH:9][c:10]([OH:16])[cH:11][c:12]3[o:13][c:14]2[cH:15]1)[CH2:19][CH2:20][CH2:21][CH2:22][CH2:23][CH2:24][CH2:25][CH3:26]. The reactants are CCCCCCCCBr, CO, O, O=c1c2ccc(O)cc2oc2cc(O)ccc12. The reactants are 2-methoxy methylbenzoate, [H-].[Na+] (sodium hydride), oil, OC1=C(C(=CC(=C1[C@H]1[C@@H](N(CC1)C)CO)OC)OC)C(C)=O ((±)-trans-1-[2-hydroxy-3-(2-hydroxymethyl-1-methyl-pyrrolidin-3-yl)-4,6-dimethoxyphenyl]-ethanone). Yields the product OC1=C(C(=CC(=C1C1C(N(CC1)C)CO)OC)OC)C(CC(=O)C1=C(C=CC=C1)OC)=O (1-[2-hydroxy-3-(2-hydroxymethyl-1-methylpyrrolidin-3-yl)-4,6-dimethoxyphenyl]-3-(2-methoxyphenyl)-propane-1,3-dione). Procedure details: To a suspension of 50% sodium hydride in mineral oil (1.39 g, 29.1 mmol) in N,N-dimethylformamide (60 mL) maintained under nitrogen atmosphere and cooled to 0° C., (±)-trans-1-[2-hydroxy-3-(2-hydroxymethyl-1-methyl-pyrrolidin-3-yl)-4,6-dimethoxyphenyl]-ethanone (3 g, 9.7 mmol) was added portionwise and stirred for 15 mins. At the end of 15 mins., 2-methoxy methylbenzoate (4.8 g, 29 mmol) was added dropwise and the reaction stirred at 0° C. for 1 hr. Excess sodium hydride was destroyed by careful... RXN SMILES: [H-].[Na+].[OH:3][C:4]1[C:9]([C@@H:10]2[CH2:14][CH2:13][N:12]([CH3:15])[C@H:11]2[CH2:16][OH:17])=[C:8]([O:18][CH3:19])[CH:7]=[C:6]([O:20][CH3:21])[C:5]=1[C:22](=[O:24])[CH3:23]>CN(C)C=O>[OH:3][C:4]1[C:9]([CH:10]2[CH2:14][CH2:13][N:12]([CH3:15])[CH:11]2[CH2:16][OH:17])=[C:8]([O:18][CH3:19])[CH:7]=[C:6]([O:20][CH3:21])[C:5]=1[C:22](=[O:24])[CH2:23][C:22]([C:5]1[CH:4]=[CH:9][CH:8]=[CH:7][C:6]=1[O:20][CH3:21])=[O:24] |f:0.1|. Run in CN(C=O)C (N,N-dimethylformamide). Yield: 65.1%. Run at temperature 0 celsius, time 15 minute.